This data is from the Open Reaction Database (ORD), a public repository of structured organic reaction records. The task is: describe an organic reaction: reactants, conditions, products, and yield RXN SMILES: [CH3:47][O:48][CH2:49][CH2:50][O:51][CH3:52].[CH:1]([CH3:2])([CH3:3])[N:4]1[CH2:5][CH2:6][N:7]([C:10](=[O:11])[c:12]2[cH:13][cH:14][c:15](-[c:18]3[cH:19][n:20][cH:21][c:22]([B:24]4[O:25][C:26]([CH3:27])([CH3:28])[C:29]([CH3:30])([CH3:31])[O:32]4)[cH:23]3)[cH:16][cH:17]2)[CH2:8][CH2:9]1.[Cl:33][c:34]1[n:35][c:36](-[c:41]2[n:42][cH:43][cH:44][cH:45][cH:46]2)[n:37][c:38]([Cl:40])[cH:39]1.[Na+:53].[Na+:54].[O-:55][C:56](=[O:57])[O-:58]>>[CH:1]([CH3:2])([CH3:3])[N:4]1[CH2:5][CH2:6][N:7]([C:10](=[O:11])[c:12]2[cH:13][cH:14][c:15](-[c:18]3[cH:19][n:20][cH:21][c:22](-[c:38]4[n:37][c:36](-[c:41]5[n:42][cH:43][cH:44][cH:45][cH:46]5)[n:35][c:34]([Cl:33])[cH:39]4)[cH:23]3)[cH:16][cH:17]2)[CH2:8][CH2:9]1. Yields the product CC(C)N1CCN(C(=O)c2ccc(-c3cncc(-c4cc(Cl)nc(-c5ccccn5)n4)c3)cc2)CC1. Starting materials: COCCOC, CC(C)N1CCN(C(=O)c2ccc(-c3cncc(B4OC(C)(C)C(C)(C)O4)c3)cc2)CC1, Clc1cc(Cl)nc(-c2ccccn2)n1, [Na+], [Na+], O=C([O-])[O-]. The reactants are O=C([O-])[O-], CCOC(=O)C(=O)CC1(c2cccc(F)c2OC)CC1, [Cs+], [Cs+], C[Si](C)(C)C(F)(F)F, CN(C)C=O. The product is CCOC(=O)C(O)(CC1(c2cccc(F)c2OC)CC1)C(F)(F)F. As a reaction SMILES: [C:29](=[O:30])([O-:31])[O-:32].[CH2:1]([CH3:2])[O:3][C:4]([C:5]([CH2:6][C:7]1([c:10]2[c:11]([O:17][CH3:18])[c:12]([F:16])[cH:13][cH:14][cH:15]2)[CH2:8][CH2:9]1)=[O:19])=[O:20].[Cs+:33].[Cs+:34].[F:21][C:22]([F:23])([F:24])[Si:25]([CH3:26])([CH3:27])[CH3:28].[O:35]=[CH:36][N:37]([CH3:38])[CH3:39]>>[CH2:1]([CH3:2])[O:3][C:4]([C:5]([CH2:6][C:7]1([c:10]2[c:11]([O:17][CH3:18])[c:12]([F:16])[cH:13][cH:14][cH:15]2)[CH2:8][CH2:9]1)([OH:19])[C:22]([F:21])([F:23])[F:24])=[O:20].